Dataset: the Open Reaction Database (ORD), a public repository of structured organic reaction records. Task: describe an organic reaction: reactants, conditions, products, and yield Starting materials: C(C)(=O)O[C@H](C(=O)OC(C1=CC=CC=C1)C1=CC=CC=C1)[C@@H]([C@@H]([C@H](COC(C)=O)NC([C@@H](NC(=O)OCC1=CC=CC=C1)CC(C)C)=O)OC(C)=O)OC(C)=O (Diphenylmethyl (2S,3R,4R,5S)-2,3,4,6-tetraacetoxy-5-(N-benzyloxycarbonyl-L-leucyl)aminohexanoate). The solvent is FC(C(=O)O)(F)F (trifluoroacetic acid). Conditions: time 1 hour. Yields the product C(C)(=O)O[C@H](C(=O)O)[C@@H]([C@@H]([C@H](COC(C)=O)NC([C@@H](NC(=O)OCC1=CC=CC=C1)CC(C)C)=O)OC(C)=O)OC(C)=O ((2S,3R,4R,5S)-2,3,4,6-tetraacetoxy-5-(N-benzyloxycarbonyl-L-leucyl)aminohexanoic acid). Yield: 100.8%. Reaction SMILES: [C:1]([O:4][C@@H:5]([C@H:22]([O:53][C:54](=[O:56])[CH3:55])[C@H:23]([O:49][C:50](=[O:52])[CH3:51])[C@@H:24]([NH:30][C:31](=[O:48])[C@H:32]([CH2:44][CH:45]([CH3:47])[CH3:46])[NH:33][C:34]([O:36][CH2:37][C:38]1[CH:43]=[CH:42][CH:41]=[CH:40][CH:39]=1)=[O:35])[CH2:25][O:26][C:27](=[O:29])[CH3:28])[C:6]([O:8]C(C1C=CC=CC=1)C1C=CC=CC=1)=[O:7])(=[O:3])[CH3:2]>FC(F)(F)C(O)=O>[C:1]([O:4][C@@H:5]([C@H:22]([O:53][C:54](=[O:56])[CH3:55])[C@H:23]([O:49][C:50](=[O:52])[CH3:51])[C@@H:24]([NH:30][C:31](=[O:48])[C@H:32]([CH2:44][CH:45]([CH3:47])[CH3:46])[NH:33][C:34]([O:36][CH2:37][C:38]1[CH:39]=[CH:40][CH:41]=[CH:42][CH:43]=1)=[O:35])[CH2:25][O:26][C:27](=[O:29])[CH3:28])[C:6]([OH:8])=[O:7])(=[O:3])[CH3:2]. Reported procedure: Diphenylmethyl (2S,3R,4R,5S)-2,3,4,6-tetraacetoxy-5-(N-benzyloxycarbonyl-L-leucyl)aminohexanoate (270 mg) was dissolved in trifluoroacetic acid (5 ml) and the solution was stirred at room temperature for 1 hour. After concentration under reduced pressure, the residue was passed through silica gel column chromatography, followed by elution with ethyl acetate-methanol (10:1). The effective fractions were combined and concent rated under reduced pressure to afford the title compound (214 mg). The reactants are CC=1N(C2=CC=CC=C2C1C(C1=CC=C(C=C1)OC)=O)CCO (2-methyl-3-(4-methoxybenzoyl)-1-(2-hydroxyethyl)-1H-indole), C1(=CC=C(C=C1)S(=O)(=O)Cl)C (p-toluenesulfonyl chloride). As a reaction SMILES: [CH3:1][C:2]1[N:3]([CH2:21][CH2:22][OH:23])[C:4]2[C:9]([C:10]=1[C:11](=[O:20])[C:12]1[CH:17]=[CH:16][C:15]([O:18][CH3:19])=[CH:14][CH:13]=1)=[CH:8][CH:7]=[CH:6][CH:5]=2.[C:24]1([CH3:34])[CH:29]=[CH:28][C:27]([S:30](Cl)(=[O:32])=[O:31])=[CH:26][CH:25]=1>N1C=CC=CC=1>[CH3:1][C:2]1[N:3]([CH2:21][CH2:22][O:23][S:30]([C:27]2[CH:28]=[CH:29][C:24]([CH3:34])=[CH:25][CH:26]=2)(=[O:32])=[O:31])[C:4]2[C:9]([C:10]=1[C:11](=[O:20])[C:12]1[CH:17]=[CH:16][C:15]([O:18][CH3:19])=[CH:14][CH:13]=1)=[CH:8][CH:7]=[CH:6][CH:5]=2. The solvent is N1=CC=CC=C1 (pyridine). Yields the product CC=1N(C2=CC=CC=C2C1C(C1=CC=C(C=C1)OC)=O)CCOS(=O)(=O)C1=CC=C(C=C1)C (2-methyl-3-(4-methoxybenzoyl)-1-(2-p-toluenesulfonyloxyethyl)-1H-indole). Reported procedure: Following a procedure similar to that described above in Preparation 4A, 40 g. (0.015 mole) of 2-methyl-3-(4-methoxybenzoyl)indole in 320 ml. of THF was reacted with 61 ml. of a 2.6 M solution of butyl lithium in hexane and 45.8 ml. of ethylene oxide to give 33.6 g. (72%) of 2-methyl-3-(4-methoxybenzoyl)-1-(2-hydroxyethyl)-1H-indole. Reaction of 17 g. (0.06 mole) of the latter with 72 g. (0.06 mole) of p-toluenesulfonyl chloride in 250 ml. of pyridine afforded 2-methyl-3-(4-methoxybenzoyl)-1-(2-...